Dataset: the Open Reaction Database (ORD), a public repository of structured organic reaction records. Task: describe an organic reaction: reactants, conditions, products, and yield The reactants are COC(=O)C(CC1CCCCC1)N1CC(Oc2cccc(C)c2C)=CC1=O, [Li+], C1CCOC1, [OH-], O. The product is Cc1cccc(OC2=CC(=O)N(C(CC3CCCCC3)C(=O)O)C2)c1C. RXN SMILES: [CH3:1][O:2][C:3]([CH:4]([CH2:5][CH:6]1[CH2:7][CH2:8][CH2:9][CH2:10][CH2:11]1)[N:12]1[C:13](=[O:26])[CH:14]=[C:15]([O:17][c:18]2[c:19]([CH3:25])[c:20]([CH3:24])[cH:21][cH:22][cH:23]2)[CH2:16]1)=[O:27].[Li+:28].[O:31]1[CH2:32][CH2:33][CH2:34][CH2:35]1.[OH-:29].[OH2:30]>>[O:2]=[C:3]([CH:4]([CH2:5][CH:6]1[CH2:7][CH2:8][CH2:9][CH2:10][CH2:11]1)[N:12]1[C:13](=[O:26])[CH:14]=[C:15]([O:17][c:18]2[c:19]([CH3:25])[c:20]([CH3:24])[cH:21][cH:22][cH:23]2)[CH2:16]1)[OH:27]. Reactants: Cl, NC(CC(=O)O)c1cccc([N+](=O)[O-])c1, CCOC(=O)CC(N)c1cccc([N+](=O)[O-])c1, O=S(Cl)Cl. Yields the product Cl, CCOC(=O)CC(N)c1cccc([N+](=O)[O-])c1. Reaction SMILES: [ClH:1].[NH2:19][CH:20]([c:21]1[cH:22][cH:23][cH:24][c:25]([N+:26]([O-:27])=[O:28])[cH:29]1)[CH2:30][C:31]([OH:32])=[O:33].[NH2:2][CH:3]([CH2:4][C:5](=[O:6])[O:7][CH2:8][CH3:9])[c:10]1[cH:11][c:12]([N+:16](=[O:17])[O-:18])[cH:13][cH:14][cH:15]1.[S:34]([Cl:35])([Cl:36])=[O:37]>>[ClH:36].[NH2:2][CH:3]([CH2:4][C:5](=[O:6])[O:7][CH2:8][CH3:9])[c:10]1[cH:11][c:12]([N+:16](=[O:17])[O-:18])[cH:13][cH:14][cH:15]1. The reactants are O=C(O)C1CCN(C(=O)OCc2ccccc2)CC1, ClCCCl, Cc1cc(N)ccc1Cl, ClCCl, On1nnc2ccccc21. The product is Cc1cc(NC(=O)C2CCN(C(=O)OCc3ccccc3)CC2)ccc1Cl. RXN SMILES: [CH2:1]([c:2]1[cH:3][cH:4][cH:5][cH:6][cH:7]1)[O:8][C:9](=[O:10])[N:11]1[CH2:12][CH2:13][CH:14]([C:17](=[O:18])[OH:19])[CH2:15][CH2:16]1.[CH2:39]([Cl:40])[CH2:41][Cl:42].[Cl:20][c:21]1[c:22]([CH3:28])[cH:23][c:24]([NH2:25])[cH:26][cH:27]1.[Cl:43][CH2:44][Cl:45].[OH:29][n:30]1[c:31]2[c:32]([cH:33][cH:34][cH:35][cH:36]2)[n:37][n:38]1>>[CH2:1]([c:2]1[cH:3][cH:4][cH:5][cH:6][cH:7]1)[O:8][C:9](=[O:10])[N:11]1[CH2:12][CH2:13][CH:14]([C:17](=[O:19])[NH:25][c:24]2[cH:23][c:22]([CH3:28])[c:21]([Cl:20])[cH:27][cH:26]2)[CH2:15][CH2:16]1. The reactants are CC(=O)O, CC#N, O=C1CCC(=O)N1Cl, COc1ccc2oc(=O)cc(NC3CCN(Cc4ccc5c(c4)OCO5)CC3)c2c1, Cc1ccc(S(=O)(=O)O)cc1. The product is COc1ccc2oc(=O)c(Cl)c(NC3CCN(Cc4ccc5c(c4)OCO5)CC3)c2c1. Reaction SMILES: [CH3:50][C:51](=[O:52])[OH:53].[CH3:54][C:55]#[N:56].[Cl:42][N:43]1[C:44](=[O:45])[CH2:46][CH2:47][C:48]1=[O:49].[O:12]1[CH2:13][O:14][c:15]2[c:16]1[cH:17][cH:18][c:19]([CH2:21][N:22]1[CH2:23][CH2:24][CH:25]([NH:28][c:29]3[cH:30][c:31](=[O:41])[o:32][c:33]4[cH:34][cH:35][c:36]([O:39][CH3:40])[cH:37][c:38]34)[CH2:26][CH2:27]1)[cH:20]2.[c:1]1([CH3:2])[cH:3][cH:4][c:5]([S:6]([OH:7])(=[O:8])=[O:9])[cH:10][cH:11]1>>[O:12]1[CH2:13][O:14][c:15]2[c:16]1[cH:17][cH:18][c:19]([CH2:21][N:22]1[CH2:23][CH2:24][CH:25]([NH:28][c:29]3[c:30]([Cl:42])[c:31](=[O:41])[o:32][c:33]4[cH:34][cH:35][c:36]([O:39][CH3:40])[cH:37][c:38]34)[CH2:26][CH2:27]1)[cH:20]2. Procedure: A suspension of N-(4-chlorobenzyl)-6-iodo-1-methyl-4-oxo-1,4-dihydro-3-quinolinecarbothioamide (0.20 g) from Preparation No. 44, propargyl alcohol (0.030 mL), copper iodide (0.028 g), and bis(triphenylphosphine)palladium(II)chloride (0.0095 g) in diethylamine (10 mL) is stirred at room temperature for 18 h. The solid in the reaction mixture is filtered, then dissolved in CH2Cl2/MeOH, and adsorbed onto silica. Purification by chromatography (eluent 1% MeOH:CH2Cl2 (1 L), 2% MeOH:CH2Cl2 (1 L)) affo... Yields the product ClC1=CC=C(CNC(=S)C2=CN(C3=CC=C(C=C3C2=O)C#CCO)C)C=C1 (N-(4-chlorobenzyl)-6-(3-hydroxy-1-propynyl)-1-methyl4-oxo-1,4-dihydro-3-quinolinecarbothioamide). The reagents and catalysts are [Cu](I)I (copper iodide), C1=CC=C(C=C1)P(C2=CC=CC=C2)C3=CC=CC=C3.C1=CC=C(C=C1)P(C2=CC=CC=C2)C3=CC=CC=C3.Cl[Pd]Cl (bis(triphenylphosphine)palladium(II)chloride). Reaction SMILES: [Cl:1][C:2]1[CH:24]=[CH:23][C:5]([CH2:6][NH:7][C:8]([C:10]2[C:19](=[O:20])[C:18]3[C:13](=[CH:14][CH:15]=[C:16](I)[CH:17]=3)[N:12]([CH3:22])[CH:11]=2)=[S:9])=[CH:4][CH:3]=1.[CH2:25]([OH:28])[C:26]#[CH:27]>C(NCC)C.[Cu](I)I.C1C=CC(P(C2C=CC=CC=2)C2C=CC=CC=2)=CC=1.C1C=CC(P(C2C=CC=CC=2)C2C=CC=CC=2)=CC=1.Cl[Pd]Cl>[Cl:1][C:2]1[CH:24]=[CH:23][C:5]([CH2:6][NH:7][C:8]([C:10]2[C:19](=[O:20])[C:18]3[C:13](=[CH:14][CH:15]=[C:16]([C:27]#[C:26][CH2:25][OH:28])[CH:17]=3)[N:12]([CH3:22])[CH:11]=2)=[S:9])=[CH:4][CH:3]=1 |f:4.5.6|. Starting materials: C(C#C)O (propargyl alcohol), ClC1=CC=C(CNC(=S)C2=CN(C3=CC=C(C=C3C2=O)I)C)C=C1 (N-(4-chlorobenzyl)-6-iodo-1-methyl-4-oxo-1,4-dihydro-3-quinolinecarbothioamide). The solvent is C(C)NCC (diethylamine).